From a dataset of the Open Reaction Database (ORD), a public repository of structured organic reaction records. describe an organic reaction: reactants, conditions, products, and yield Reactants: FC=1C=C2C(N(C(NC2=CC1[N+](=O)[O-])=O)NS(=O)(=O)C)=O (N-(6-fluoro-7-nitro-2,4-dioxo-1,4-dihydro-2H-quinazolin-3-yl)-methanesulfonamide), N1CCOCC1 (morpholine), C(C)(=O)O (acetic acid). Solvent: O (water). Run at temperature 140 celsius. Yields the product N1(CCOCC1)C=1C=C2C(N(C(NC2=CC1[N+](=O)[O-])=O)NS(=O)(=O)C)=O (N-(6-Morpholin-4-yl-7-nitro-2,4-dioxo-1,4-dihydro-2H-quinazolin-3-yl)-methanesulfonamide). Reaction SMILES: F[C:2]1[CH:3]=[C:4]2[C:9](=[CH:10][C:11]=1[N+:12]([O-:14])=[O:13])[NH:8][C:7](=[O:15])[N:6]([NH:16][S:17]([CH3:20])(=[O:19])=[O:18])[C:5]2=[O:21].[NH:22]1[CH2:27][CH2:26][O:25][CH2:24][CH2:23]1.C(O)(=O)C>O>[N:22]1([C:2]2[CH:3]=[C:4]3[C:9](=[CH:10][C:11]=2[N+:12]([O-:14])=[O:13])[NH:8][C:7](=[O:15])[N:6]([NH:16][S:17]([CH3:20])(=[O:19])=[O:18])[C:5]3=[O:21])[CH2:27][CH2:26][O:25][CH2:24][CH2:23]1. Reported procedure: A mixture of 100 mg (0.314 mmol) of N-(6-fluoro-7-nitro-2,4-dioxo-1,4-dihydro-2H-quinazolin-3-yl)-methanesulfonamide and 0.274 ml (3.14 mmol) of morpholine is heated at 140° C. (oil bath temperature) for 1 hour in a closed vial. After cooling, the residue is dissolved in water, the solution acidified with 2 M acetic acid to pH ˜5 and allowed to stand at room temperature. An orange precipitate forms which is filtered and recrystallized from DMSO/water yielding 81 mg of the title compound as an or...